From a dataset of the Open Reaction Database (ORD), a public repository of structured organic reaction records. describe an organic reaction: reactants, conditions, products, and yield Starting materials: C(=O)(C(F)(F)F)O (TFA), O1C(=NN=C1)[C@@H](CC)NC(OC(C)(C)C)=O (tert-butyl N-[(1R)-1-(1,3,4-oxadiazol-2-yl)propyl]carbamate), C([O-])([O-])=O (carbonate). Solvent: C(Cl)Cl (DCM). Run at temperature 0 celsius, time 4.5 hour. Yields the product O1C(=NN=C1)[C@@H](CC)N ((1R)-1-(1,3,4-oxadiazol-2-yl)propan-1-amine). Isolated yield 72.0%. As a reaction SMILES: [O:1]1[CH:5]=[N:4][N:3]=[C:2]1[C@H:6]([NH:9]C(=O)OC(C)(C)C)[CH2:7][CH3:8].C(O)(C(F)(F)F)=O.C(=O)([O-])[O-]>C(Cl)Cl>[O:1]1[CH:5]=[N:4][N:3]=[C:2]1[C@H:6]([NH2:9])[CH2:7][CH3:8]. Procedure: tert-butyl N-[(1R)-1-(1,3,4-oxadiazol-2-yl)propyl]carbamate (2.255 g, 9.923 mmol) was dissolved in DCM (17.76 mL) at 0° C. and TFA (17.76 mL) was added. The reaction was stirred at 0° C. for 4.5 hours then concentrated under high vacuum. The residue was azeotroped with DCM (×2). The resultant oil was dissolved in a mixture of THF (40 ml) and DCM (20 ml) then treated with MP-carbonate (15 g, 199.9 mmol). The reaction was stirred gently for 1 hour then filtered. The resin was stirred with further ... Reactants: CN1C=CC2=CC(=CC=C12)SC1=C(C=C(C=C1)\C=C\C(=O)N1CC(CCC1)C(=O)OCC)Cl ((1-Methylindol-5-yl)[2-chloro-4-(E-((3-carboethoxypiperidin-1-yl)carbonyl)ethenyl)phenyl]sulfide), [OH-].[K+] (KOH), [OH-].[Na+] (NaOH). The product is CN1C=CC2=CC(=CC=C12)SC1=C(C=C(C=C1)\C=C\C(=O)N1CC(CCC1)C(=O)O)Cl ((1-Methylindol-5-yl)[2-chloro-4-(E-((3-carboxypiperidin-1-yl)carbonyl)ethenyl)phenyl]sulfide). RXN SMILES: [CH3:1][N:2]1[C:10]2[C:5](=[CH:6][C:7]([S:11][C:12]3[CH:17]=[CH:16][C:15](/[CH:18]=[CH:19]/[C:20]([N:22]4[CH2:27][CH2:26][CH2:25][CH:24]([C:28]([O:30]CC)=[O:29])[CH2:23]4)=[O:21])=[CH:14][C:13]=3[Cl:33])=[CH:8][CH:9]=2)[CH:4]=[CH:3]1.[OH-].[K+].[OH-].[Na+]>>[CH3:1][N:2]1[C:10]2[C:5](=[CH:6][C:7]([S:11][C:12]3[CH:17]=[CH:16][C:15](/[CH:18]=[CH:19]/[C:20]([N:22]4[CH2:27][CH2:26][CH2:25][CH:24]([C:28]([OH:30])=[O:29])[CH2:23]4)=[O:21])=[CH:14][C:13]=3[Cl:33])=[CH:8][CH:9]=2)[CH:4]=[CH:3]1 |f:1.2,3.4|. Procedure details: The title compound was prepared by the procedures described in Example 155, substituting the ethyl nipecotate from Example 137 with ethyl ester from Example 283, and KOH with NaOH, to provide a white solid. 1H NMR (CDCl3, 300 MHz) δ 1.45-1.69 (m, 1H), 1.69-1.98 (m, 2H), 1.98-2.22 (m, 1H), 2.51-2.70 (m, 1H), 3.05-3.47 (m, 1H), 3.80-4.20 (m, 2H), 3.85 (s, 3H), 4.47-4.68 (m, 1H), 6.53 (d, J=3.0 Hz, 1H), 6.57 (d, J=8.1 Hz, 1H), 6.87 (d, J=15.3 Hz, 1H), 7.08 (d, J=8.1 Hz, 1H), 7.14 (d, J=3.0 Hz, 1H),... Procedure: To a solution of 23-7 (290 mg, 0.86 mmol) in 5 mL of THF was added 1.7 mL (1.7 mmol) of LiAlH4 (1M in THF) and the resulting solution was heated at 50° C. for 2 h, cooled to 0° C. and quenched with 0.07 mL of water, 0.07 mL of 15% NaOH and 0.2 mL of water. The precipitate was filtered, concentrated and purified by column chromatography (94:6:0.6 CHCl3 /IPA/NH4OH) to afford product 23-8. Reaction SMILES: [N:1]1[CH:6]=[CH:5][C:4]([NH:7][C:8](=O)[C:9]2[CH:14]=[CH:13][C:12]([O:15][CH2:16][CH:17]3[CH2:22][CH2:21][CH2:20][CH2:19][CH2:18]3)=[C:11]([CH2:23][CH3:24])[CH:10]=2)=[CH:3][CH:2]=1.[H-].[H-].[H-].[H-].[Li+].[Al+3]>C1COCC1>[CH2:23]([C:11]1[CH:10]=[C:9]([CH2:8][NH:7][C:4]2[CH:5]=[CH:6][N:1]=[CH:2][CH:3]=2)[CH:14]=[CH:13][C:12]=1[O:15][CH2:16][CH:17]1[CH2:18][CH2:19][CH2:20][CH2:21][CH2:22]1)[CH3:24] |f:1.2.3.4.5.6|. Starting materials: N1=CC=C(C=C1)NC(C1=CC(=C(C=C1)OCC1CCCCC1)CC)=O (N-(4-pyridyl)-3-ethyl-4-(cyclohexylmethyloxy)benzamide), [H-].[H-].[H-].[H-].[Li+].[Al+3] (LiAlH4). The solvent is C1CCOC1 (THF). Run at temperature 50 celsius. The product is C(C)C=1C=C(C=CC1OCC1CCCCC1)CNC1=CC=NC=C1 (4-{[3-ethyl-4-(cyclohexylmethyloxy )phenyl]methylamino } pyridine). Starting materials: COC(=O)CCC(NC(=O)OC(C)(C)C)c1ccccc1, ClCCl. The product is CC(C)(C)OC(=O)NC(CCCO)c1ccccc1. RXN SMILES: [C:1]([CH3:2])([CH3:3])([CH3:4])[O:5][C:6](=[O:7])[NH:8][CH:9]([CH2:10][CH2:11][C:12](=[O:13])[O:14][CH3:15])[c:16]1[cH:17][cH:18][cH:19][cH:20][cH:21]1.[Cl:22][CH2:23][Cl:24]>>[C:1]([CH3:2])([CH3:3])([CH3:4])[O:5][C:6](=[O:7])[NH:8][CH:9]([CH2:10][CH2:11][CH2:12][OH:13])[c:16]1[cH:17][cH:18][cH:19][cH:20][cH:21]1. The reactants are FC(C=1C=C(C=C(C1)C(F)(F)F)[C@@H]1[C@@H](N(C(O1)=O)CC1=CC2=CC=CC(=C2C=C1C1=C(C=C(C(=C1)C(C)C)F)OC)[N+](=O)[O-])C)(F)F ((4S,5R)-5-[3,5-bis(trifluoromethyl)phenyl]-3-{[3-(4-fluoro-5-isopropyl-2-methoxyphenyl)-5-nitro-2-naphthyl]methyl}-4-methyl-1,3-oxazolidin-2-one). Reagents/catalysts: [Pd] (palladium on carbon). Run in CCOC(=O)C (EtOAc). Conditions: time 8 hour. Product: NC1=C2C=C(C(=CC2=CC=C1)CN1C(O[C@@H]([C@@H]1C)C1=CC(=CC(=C1)C(F)(F)F)C(F)(F)F)=O)C1=C(C=C(C(=C1)C(C)C)F)OC ((4S,5R)-3-{[5-amino-3-(4-fluoro-5-isopropyl-2-methoxyphenyl)-2-naphthyl]methyl}-5-[3,5-bis(trifluoromethyl)phenyl]-4-methyl-1,3-oxazolidin-2-one). RXN SMILES: [F:1][C:2]([F:47])([F:46])[C:3]1[CH:4]=[C:5]([C@H:13]2[O:17][C:16](=[O:18])[N:15]([CH2:19][C:20]3[C:29]([C:30]4[CH:35]=[C:34]([CH:36]([CH3:38])[CH3:37])[C:33]([F:39])=[CH:32][C:31]=4[O:40][CH3:41])=[CH:28][C:27]4[C:22](=[CH:23][CH:24]=[CH:25][C:26]=4[N+:42]([O-])=O)[CH:21]=3)[C@H:14]2[CH3:45])[CH:6]=[C:7]([C:9]([F:12])([F:11])[F:10])[CH:8]=1>[Pd].CCOC(C)=O>[NH2:42][C:26]1[CH:25]=[CH:24][CH:23]=[C:22]2[C:27]=1[CH:28]=[C:29]([C:30]1[CH:35]=[C:34]([CH:36]([CH3:37])[CH3:38])[C:33]([F:39])=[CH:32][C:31]=1[O:40][CH3:41])[C:20]([CH2:19][N:15]1[C@@H:14]([CH3:45])[C@@H:13]([C:5]3[CH:6]=[C:7]([C:9]([F:10])([F:11])[F:12])[CH:8]=[C:3]([C:2]([F:47])([F:1])[F:46])[CH:4]=3)[O:17][C:16]1=[O:18])=[CH:21]2. Reported procedure: A suspension of 10% palladium on carbon (4.0 mg) in a solution of (4S,5R)-5-[3,5-bis(trifluoromethyl)phenyl]-3-{[3-(4-fluoro-5-isopropyl-2-methoxyphenyl)-5-nitro-2-naphthyl]methyl}-4-methyl-1,3-oxazolidin-2-one (21.3 mg, 0.0321 mmol) in EtOAc (2.5 mL) was stirred under H2 (double balloon pressure) overnight. The reaction mixture was filtered through a plug of Celite and the filtrate was concentrated in vacuo to afford (4S,5R)-3-{[5-amino-3-(4-fluoro-5-isopropyl-2-methoxyphenyl)-2-naphthyl]methyl...